From a dataset of the Open Reaction Database (ORD), a public repository of structured organic reaction records. describe an organic reaction: reactants, conditions, products, and yield Reactants: FC(CO)(F)F (2,2,2-trifluoro-ethanol), [H-].[Na+] (sodium hydride), CN(C)C=O (DMF), C(CCC)N=CC=1C=C2C(=CC=NC2=CC1)Cl (butyl (4-chloroquinolin-6-ylmethylene)-amine), CN(C)C=O (DMF). Solvent: [Cl-].[NH4+] (ammonium chloride). Reaction conditions: time 15 minute. Yields the product FC(COC1=CC=NC2=CC=C(C=C12)C=O)(F)F (4-(2,2,2-trifluoro-ethoxy)-quinoline-6-carbaldehyde). Yield: 30.0%. RXN SMILES: [F:1][C:2]([F:6])([F:5])[CH2:3][OH:4].[H-].[Na+].C(N=[CH:14][C:15]1[CH:16]=[C:17]2[C:22](=[CH:23][CH:24]=1)[N:21]=[CH:20][CH:19]=[C:18]2Cl)CCC.CN(C=[O:30])C>[Cl-].[NH4+]>[F:1][C:2]([F:6])([F:5])[CH2:3][O:4][C:18]1[C:17]2[C:22](=[CH:23][CH:24]=[C:15]([CH:14]=[O:30])[CH:16]=2)[N:21]=[CH:20][CH:19]=1 |f:1.2,5.6|. Procedure: To a solution of 2,2,2-trifluoro-ethanol (250 mg, 2.47 mmol) in DMF (15 mL) was added sodium hydride (71.25 mg, 2.97 mmol, 1.2 equiv.) at 0° C. and stirred for 15 min at this temperature. Then, a solution of butyl (4-chloroquinolin-6-ylmethylene)-amine (preparation was described in example 27b) (244.2 mg, 0.99 mmol) in DMF (1.79 mL) was added at 0° C. After addition, the reaction mixture was allowed to warm to room temperature and stirred for 4 h. Then, the mixture was diluted with saturated amm... Reactants: CO, [Na+], [OH-], CCOC(=O)c1cc2cnc3cccc(s1)n23. Product: O=C(O)c1cc2cnc3cccc(s1)n23. As a reaction SMILES: [CH3:20][OH:21].[Na+:19].[OH-:18].[n:1]1[cH:2][c:3]2[cH:4][c:5]([C:13](=[O:14])[O:15][CH2:16][CH3:17])[s:6][c:7]3[cH:8][cH:9][cH:10][c:11]1[n:12]23>>[n:1]1[cH:2][c:3]2[cH:4][c:5]([C:13](=[O:14])[OH:15])[s:6][c:7]3[cH:8][cH:9][cH:10][c:11]1[n:12]23. The reactants are N#Cc1c(Cl)nc(OCC(F)(F)F)nc1N1CCc2ccccc2CC1, [H-], [Na+], C1CCOC1, OCCN1CCOCC1. Yields the product N#Cc1c(Cl)nc(OCCN2CCOCC2)nc1N1CCc2ccccc2CC1. Reaction SMILES: [Cl:1][c:2]1[n:3][c:4]([O:21][CH2:22][C:23]([F:24])([F:25])[F:26])[n:5][c:6]([N:10]2[CH2:11][CH2:12][c:13]3[c:14]([cH:17][cH:18][cH:19][cH:20]3)[CH2:15][CH2:16]2)[c:7]1[C:8]#[N:9].[H-:36].[Na+:37].[O:38]1[CH2:39][CH2:40][CH2:41][CH2:42]1.[OH:27][CH2:28][CH2:29][N:30]1[CH2:31][CH2:32][O:33][CH2:34][CH2:35]1>>[Cl:1][c:2]1[n:3][c:4]([O:21][CH2:22][CH2:23][N:30]2[CH2:31][CH2:32][O:33][CH2:34][CH2:35]2)[n:5][c:6]([N:10]2[CH2:11][CH2:12][c:13]3[c:14]([cH:17][cH:18][cH:19][cH:20]3)[CH2:15][CH2:16]2)[c:7]1[C:8]#[N:9].